This data is from the Open Reaction Database (ORD), a public repository of structured organic reaction records. The task is: describe an organic reaction: reactants, conditions, products, and yield Starting materials: CCOC(OCC)C(CC(=O)OC(C)(C)C)NS(=O)(=O)c1ccc(NC(C)=O)cc1OCc1ccccc1, [H][H], C1CCOC1. The product is CCOC(OCC)C(CC(=O)OC(C)(C)C)NS(=O)(=O)c1ccc(NC(C)=O)cc1O. Reaction SMILES: [C:1]([CH3:2])([CH3:3])([CH3:4])[O:5][C:6]([CH2:7][CH:8]([CH:9]([O:10][CH2:11][CH3:12])[O:13][CH2:14][CH3:15])[NH:16][S:17](=[O:18])(=[O:19])[c:20]1[c:21]([O:30][CH2:31][c:32]2[cH:33][cH:34][cH:35][cH:36][cH:37]2)[cH:22][c:23]([NH:26][C:27]([CH3:28])=[O:29])[cH:24][cH:25]1)=[O:38].[H:39][H:40].[O:41]1[CH2:42][CH2:43][CH2:44][CH2:45]1>>[C:1]([CH3:2])([CH3:3])([CH3:4])[O:5][C:6]([CH2:7][CH:8]([CH:9]([O:10][CH2:11][CH3:12])[O:13][CH2:14][CH3:15])[NH:16][S:17](=[O:18])(=[O:19])[c:20]1[c:21]([OH:30])[cH:22][c:23]([NH:26][C:27]([CH3:28])=[O:29])[cH:24][cH:25]1)=[O:38]. Procedure: Methyl 4-(3-fluorophenoxy)benzoate (0.202 g; 0.880 mmol) was added to a mixture of NaOH in water (2 mL; 2M) and dioxane (1 mL) and stirred vigorously at room temperature overnight. The resulting mixture was concentrated under reduced pressure and dissolved in water. The aqueous layer was acidified with a solution of hydrogen chloride 6M and the precipitated product was collected by filtration to yield 0.200 g (quantitative) of the title compound as a grey solid which was used without further pur... RXN SMILES: [F:1][C:2]1[CH:3]=[C:4]([CH:16]=[CH:17][CH:18]=1)[O:5][C:6]1[CH:15]=[CH:14][C:9]([C:10]([O:12]C)=[O:11])=[CH:8][CH:7]=1.[OH-].[Na+]>O.O1CCOCC1>[F:1][C:2]1[CH:3]=[C:4]([CH:16]=[CH:17][CH:18]=1)[O:5][C:6]1[CH:15]=[CH:14][C:9]([C:10]([OH:12])=[O:11])=[CH:8][CH:7]=1 |f:1.2|. The product is FC=1C=C(OC2=CC=C(C(=O)O)C=C2)C=CC1 (4-(3-Fluorophenoxy)benzoic acid). Reactants: FC=1C=C(OC2=CC=C(C(=O)OC)C=C2)C=CC1 (Methyl 4-(3-fluorophenoxy)benzoate), [OH-].[Na+] (NaOH). The solvent is O (water), O1CCOCC1 (dioxane). Reaction conditions: time 8 hour. As a reaction SMILES: [Br-].[OH:2][C:3]1[CH:28]=[CH:27][C:6]([CH2:7][P+](C2C=CC=CC=2)(C2C=CC=CC=2)C2C=CC=CC=2)=[CH:5][CH:4]=1.C([Li])CCC.[CH:34]([C:36]1[CH:44]=[CH:43][CH:42]=[C:41]2[C:37]=1[CH:38]=[CH:39][NH:40]2)=O>O1CCCC1.CCCCCC>[NH:40]1[C:41]2[C:37](=[C:36]([CH:34]=[CH:7][C:6]3[CH:5]=[CH:4][C:3]([OH:2])=[CH:28][CH:27]=3)[CH:44]=[CH:43][CH:42]=2)[CH:38]=[CH:39]1 |f:0.1|. The solvent is O1CCCC1 (tetrahydrofuran), O1CCCC1 (tetrahydrofuran), CCCCCC (hexane). Run at time 30 minute. Product: N1C=CC2=C(C=CC=C12)C=CC1=CC=C(C=C1)O (4-[(1H-indol-4-yl)-ethenyl]-phenol). Reactants: [Br-].OC1=CC=C(C[P+](C2=CC=CC=C2)(C2=CC=CC=C2)C2=CC=CC=C2)C=C1 (p-hydroxybenzyltriphenylphosphonium bromide), C(=O)C1=C2C=CNC2=CC=C1 (4-formyl-indole), solution, C(CCC)[Li] (butyllithium). Yield: 86.4%. Procedure: 31 g of p-hydroxybenzyltriphenylphosphonium bromide ware suspended in 350 ml of tetrahydrofuran under an inert atmosphere, and over one hour 86 ml of a 1.6 M solution of butyllithium in hexane were added thereto. After stirring for 30 minutes, a solution of 5 g of 4-formyl-indole in 100 ml of tetrahydrofuran was added over 30 minutes, and the mixture was stirred for 24 hours. After dilution with 500 ml of water, the mixture was extracted with ethyl acetate. The fractions with an Rf=0.15 were iso... Starting materials: resultant mixture, COC1=CC(=NC=C1)C1=CC(=C(C=O)C=C1)[N+](=O)[O-] (4-(4-methoxypyridin-2-yl)-2-nitrobenzaldehyde), O (water), [H-].[Na+] (sodium hydride), C(#N)CP(OCC)(OCC)=O (diethyl cyanomethylphosphonate). The solvent is O1CCCC1 (tetrahydrofuran), O1CCCC1 (tetrahydrofuran). Conditions: time 30 minute. Yields the product COC1=CC(=NC=C1)C1=CC(=C(C=CC#N)C=C1)[N+](=O)[O-] (4-(4-methoxypyridin-2-yl)-2-nitrocinnamonitrile). RXN SMILES: [H-].[Na+].[C:3]([CH2:5]P(=O)(OCC)OCC)#[N:4].[CH3:14][O:15][C:16]1[CH:21]=[CH:20][N:19]=[C:18]([C:22]2[CH:29]=[CH:28][C:25]([CH:26]=O)=[C:24]([N+:30]([O-:32])=[O:31])[CH:23]=2)[CH:17]=1.O>O1CCCC1>[CH3:14][O:15][C:16]1[CH:21]=[CH:20][N:19]=[C:18]([C:22]2[CH:29]=[CH:28][C:25]([CH:26]=[CH:5][C:3]#[N:4])=[C:24]([N+:30]([O-:32])=[O:31])[CH:23]=2)[CH:17]=1 |f:0.1|. Procedure: To a suspension of sodium hydride (60% dispersion in mineral oil, 192 mg) in tetrahydrofuran (10 ml) was added a solution of diethyl cyanomethylphosphonate (0.777 ml) dropwise at 0° C., and the mixture was stirred at ambient temperature for 30 minutes. Then to the resultant mixture was added a solution of 4-(4-methoxypyridin-2-yl)-2-nitrobenzaldehyde (1.03 g) in tetrahydrofuran (20 ml) dropwise at 0° C., and the mixture was stirred at ambient temperature for 1 hour. The reaction mixture was pour... Starting materials: CC=1C(=C(C(=O)OC)C=C(C1C)CC1=CC=C(C=C1)C1=NN(C=C1)C)OS(=O)(=O)C(F)(F)F (methyl 3,4-dimethyl-5-(4-(1-methyl-1H-pyrazol-3-yl)benzyl)-2-(((trifluoromethyl)sulfonyl)oxy)benzoate), C(CCC)C(=C(CCCC)CCCC)[Sn] (tributylvinyltin), [Cl-].[Li+] (lithium chloride), [F-].[K+] (potassium fluoride). Reagents/catalysts: Cl[Pd]([P](C1=CC=CC=C1)(C2=CC=CC=C2)C3=CC=CC=C3)([P](C4=CC=CC=C4)(C5=CC=CC=C5)C6=CC=CC=C6)Cl (trans-dichlorobis(triphenylphosphine)palladium(II)). Solvent: CN(C)C=O (DMF). Product: CC=1C(=C(C(=O)OC)C=C(C1C)CC1=CC=C(C=C1)C1=NN(C=C1)C)C=C (methyl 3,4-dimethyl-5-(4-(1-methyl-1H-pyrazol-3-yl)benzyl)-2-vinylbenzoate). Isolated yield 98.8%. RXN SMILES: [CH3:1][C:2]1[C:3](OS(C(F)(F)F)(=O)=O)=[C:4]([CH:9]=[C:10]([CH2:13][C:14]2[CH:19]=[CH:18][C:17]([C:20]3[CH:24]=[CH:23][N:22]([CH3:25])[N:21]=3)=[CH:16][CH:15]=2)[C:11]=1[CH3:12])[C:5]([O:7][CH3:8])=[O:6].[CH2:34](C([Sn])=C(CCCC)CCCC)[CH2:35]CC.[Cl-].[Li+].[F-].[K+]>CN(C=O)C.Cl[Pd](Cl)([P](C1C=CC=CC=1)(C1C=CC=CC=1)C1C=CC=CC=1)[P](C1C=CC=CC=1)(C1C=CC=CC=1)C1C=CC=CC=1>[CH3:1][C:2]1[C:3]([CH:34]=[CH2:35])=[C:4]([CH:9]=[C:10]([CH2:13][C:14]2[CH:19]=[CH:18][C:17]([C:20]3[CH:24]=[CH:23][N:22]([CH3:25])[N:21]=3)=[CH:16][CH:15]=2)[C:11]=1[CH3:12])[C:5]([O:7][CH3:8])=[O:6] |f:2.3,4.5,^1:35,60,79|. Procedure details: A solution of methyl 3,4-dimethyl-5-(4-(1-methyl-1H-pyrazol-3-yl)benzyl)-2-(((trifluoromethyl)sulfonyl)oxy)benzoate (1.30 g), tributylvinyltin (1.28 g), trans-dichlorobis(triphenylphosphine)palladium(II) (0.10 g) and lithium chloride (0.80 g) in DMF (12.0 mL) was stirred at 90° C. for 2 hr under argon atmosphere. To the reaction mixture was added aqueous potassium fluoride solution, and the precipitated insoluble substance was removed by filtration through Celite. The filtrate was diluted with e... The reactants are O1[C@H](CCC1)CN1C(C2(C3=CC=CC=C13)C1=C(OC2)C=C2OCCC2=C1)=O (1′-[(2R)-Tetrahydrofuran-2-ylmethyl]-5,6-dihydrospiro[benzo[1,2-b:5,4-b′]difuran-3,3′-indol]-2′(1′H)-one), C(C)(C)(C)OC (tert-butylmethyl ether). Solvent: C(C)#N (acetonitrile). Yields the product O1[C@H](CCC1)CN1C([C@@]2(C3=CC=CC=C13)C1=C(OC2)C=C2OCCC2=C1)=O ((3S)-1′-[(2R)-tetrahydrofuran-2-ylmethyl]-5,6-dihydrospiro[benzo[1,2-b:5,4-b′]difuran-3,3′-indol]-2′(1′H)-one). Isolated yield 66.0%. RXN SMILES: [O:1]1[CH2:5][CH2:4][CH2:3][C@@H:2]1[CH2:6][N:7]1[C:15]2[C:10](=[CH:11][CH:12]=[CH:13][CH:14]=2)[C:9]2([CH2:19][O:18][C:17]3[CH:20]=[C:21]4[C:25](=[CH:26][C:16]2=3)[CH2:24][CH2:23][O:22]4)[C:8]1=[O:27].C(OC)(C)(C)C>C(#N)C>[O:1]1[CH2:5][CH2:4][CH2:3][C@@H:2]1[CH2:6][N:7]1[C:15]2[C:10](=[CH:11][CH:12]=[CH:13][CH:14]=2)[C@:9]2([CH2:19][O:18][C:17]3[CH:20]=[C:21]4[C:25](=[CH:26][C:16]2=3)[CH2:24][CH2:23][O:22]4)[C:8]1=[O:27]. Procedure: 1′-[(2R)-Tetrahydrofuran-2-ylmethyl]-5,6-dihydrospiro[benzo[1,2-b:5,4-b′]difuran-3,3′-indol]-2′(1′H)-one was resolved on chiral semi-prep HPLC IA column with 99% tert-butylmethyl ether and 1% acetonitrile to afford (3S)-1′-[(2R)-tetrahydrofuran-2-ylmethyl]-5,6-dihydrospiro[benzo[1,2-b:5,4-b′]difuran-3,3′-indol]-2′(1′H)-one (66%): 1H NMR (300 MHz, CDCl3) δ7.34-6.97 (m, 4H), 6.48 (s, 1H), 6.38 (s, 1H), 4.77 (ABq, 2H), 4.50 (t, J=8.6 Hz, 2H), 4.32-4.21 (m, 1H), 3.92-3.68 (m, 4H), 2.96 (t, J=8.4 Hz,... Reactants: CCOc1cc(C(C)(C)C)ccc1C1=NC(C)(c2ccc(Cl)cc2)C(c2ccc(Cl)cc2)N1C(=O)Cl, CS(=O)(=O)CCCN1CCNCC1, Cl, Cl. Product: CCOc1cc(C(C)(C)C)ccc1C1=NC(C)(c2ccc(Cl)cc2)C(c2ccc(Cl)cc2)N1C(=O)N1CCNCC1. RXN SMILES: [C:1]([CH3:2])([CH3:3])([CH3:4])[c:5]1[cH:6][c:7]([O:34][CH2:35][CH3:36])[c:8]([C:11]2=[N:15][C:14]([CH3:16])([c:17]3[cH:18][cH:19][c:20]([Cl:23])[cH:21][cH:22]3)[CH:13]([c:24]3[cH:25][cH:26][c:27]([Cl:30])[cH:28][cH:29]3)[N:12]2[C:31](=[O:32])[Cl:33])[cH:9][cH:10]1.[CH3:39][S:40]([CH2:41][CH2:42][CH2:43][N:46]1[CH2:47][CH2:48][NH:49][CH2:50][CH2:51]1)(=[O:44])=[O:45].[ClH:37].[ClH:38]>>[C:1]([CH3:2])([CH3:3])([CH3:4])[c:5]1[cH:6][c:7]([O:34][CH2:35][CH3:36])[c:8]([C:11]2=[N:15][C:14]([CH3:16])([c:17]3[cH:18][cH:19][c:20]([Cl:23])[cH:21][cH:22]3)[CH:13]([c:24]3[cH:25][cH:26][c:27]([Cl:30])[cH:28][cH:29]3)[N:12]2[C:31](=[O:32])[N:46]2[CH2:47][CH2:48][NH:49][CH2:50][CH2:51]2)[cH:9][cH:10]1. Reactants: CCO, Cl, CCOC(=O)CCc1ccc(OCc2ccc(CN(CCc3ccc(F)cc3)c3nc(C(C)C)cs3)cc2)cc1F, [Na+], [OH-], O. The product is CC(C)c1csc(N(CCc2ccc(F)cc2)Cc2ccc(COc3ccc(CCC(=O)O)c(F)c3)cc2)n1. As a reaction SMILES: [CH3:45][CH2:46][OH:47].[ClH:44].[F:1][c:2]1[c:3]([CH2:35][CH2:36][C:37](=[O:38])[O:39][CH2:40][CH3:41])[cH:4][cH:5][c:6]([O:8][CH2:9][c:10]2[cH:11][cH:12][c:13]([CH2:16][N:17]([c:18]3[s:19][cH:20][c:21]([CH:23]([CH3:24])[CH3:25])[n:22]3)[CH2:26][CH2:27][c:28]3[cH:29][cH:30][c:31]([F:34])[cH:32][cH:33]3)[cH:14][cH:15]2)[cH:7]1.[Na+:43].[OH-:42].[OH2:48]>>[F:1][c:2]1[c:3]([CH2:35][CH2:36][C:37](=[O:38])[OH:39])[cH:4][cH:5][c:6]([O:8][CH2:9][c:10]2[cH:11][cH:12][c:13]([CH2:16][N:17]([c:18]3[s:19][cH:20][c:21]([CH:23]([CH3:24])[CH3:25])[n:22]3)[CH2:26][CH2:27][c:28]3[cH:29][cH:30][c:31]([F:34])[cH:32][cH:33]3)[cH:14][cH:15]2)[cH:7]1. Reactants: ClC=1C(=C(C=CC1)C(C(=O)OC)=COC)C (methyl α-(3-chloro-2-methylphenyl)-β-methoxy-acrylate), BrN1C(CCC1=O)=O (N-bromosuccinimide), CC(C)(C#N)N=NC(C)(C)C#N (Porofor N). Solvent: ClC(Cl)(Cl)Cl (tetrachloromethane). Conditions: temperature 25 celsius. The product is BrCC1=C(C=CC=C1Cl)C(C(=O)OC)=COC (Methyl α-(2-bromomethyl-3-chlorophenyl)-β-methoxy-acrylate). RXN SMILES: [Cl:1][C:2]1[C:3]([CH3:16])=[C:4]([C:8](=[CH:13][O:14][CH3:15])[C:9]([O:11][CH3:12])=[O:10])[CH:5]=[CH:6][CH:7]=1.[Br:17]N1C(=O)CCC1=O.CC(N=NC(C#N)(C)C)(C#N)C>ClC(Cl)(Cl)Cl>[Br:17][CH2:16][C:3]1[C:2]([Cl:1])=[CH:7][CH:6]=[CH:5][C:4]=1[C:8](=[CH:13][O:14][CH3:15])[C:9]([O:11][CH3:12])=[O:10]. Reported procedure: 27.0 g of methyl α-(3-chloro-2-methylphenyl)-β-methoxy-acrylate and 21.5 g of N-bromosuccinimide were stirred in 300 ml of anhydrous tetrachloromethane. After 1 g of Porofor N had been added, the mixture was refluxed for 4 hours. After cooling to room temperature (=25° C.), the succinimide was removed. The combined organic phases were washed with water, dried over sodium sulfate and concentrated. This gave 23 g of the title compound as colorless crystals.